This data is from the Open Reaction Database (ORD), a public repository of structured organic reaction records. The task is: describe an organic reaction: reactants, conditions, products, and yield Reactants: BrC=1C=CC2=C(C=C(CCO2)C(=O)OC)C1 (methyl 7-bromo-2,3-dihydro-1-benzoxepine-4-carboxylate), CN(C)C=O (DMF). The reagents and catalysts are [C-]#N.[Zn+2].[C-]#N (zinc cyanide), C=1C=CC(=CC1)[P](C=2C=CC=CC2)(C=3C=CC=CC3)[Pd]([P](C=4C=CC=CC4)(C=5C=CC=CC5)C=6C=CC=CC6)([P](C=7C=CC=CC7)(C=8C=CC=CC8)C=9C=CC=CC9)[P](C=1C=CC=CC1)(C=1C=CC=CC1)C=1C=CC=CC1 (tetrakis(triphenylphosphine)palladium). Conditions: temperature 80 celsius, time 3 hour. Product: C(#N)C=1C=CC2=C(C=C(CCO2)C(=O)OC)C1 (methyl 7-cyano-2,3-dihydro-1-benzoxepine-4-carboxylate). Isolated yield 70.0%. As a reaction SMILES: Br[C:2]1[CH:3]=[CH:4][C:5]2[O:11][CH2:10][CH2:9][C:8]([C:12]([O:14][CH3:15])=[O:13])=[CH:7][C:6]=2[CH:16]=1.[CH3:17][N:18](C=O)C>[C-]#N.[Zn+2].[C-]#N.C1C=CC([P]([Pd]([P](C2C=CC=CC=2)(C2C=CC=CC=2)C2C=CC=CC=2)([P](C2C=CC=CC=2)(C2C=CC=CC=2)C2C=CC=CC=2)[P](C2C=CC=CC=2)(C2C=CC=CC=2)C2C=CC=CC=2)(C2C=CC=CC=2)C2C=CC=CC=2)=CC=1>[C:17]([C:2]1[CH:3]=[CH:4][C:5]2[O:11][CH2:10][CH2:9][C:8]([C:12]([O:14][CH3:15])=[O:13])=[CH:7][C:6]=2[CH:16]=1)#[N:18] |f:2.3.4,^1:30,32,51,70|. Reported procedure: A mixture of methyl 7-bromo-2,3-dihydro-1-benzoxepine-4-carboxylate (1416 mg, 5.00 mmol), zinc cyanide (352 mg, 3.00 mmol), tetrakis(triphenylphosphine)palladium (347 mg, 0.30 mmol) and DMF(10 ml) was stirred at 80° C. for 3 hours. The mixture was concentrated under reduced pressure, and to the residue was added ethyl acetate. Insoluble materials were filtered off, which were washed with ethyl acetate. The filtrate was concentrated under reduced pressure. The resulting crude product was recrysta... Reactants: ClC1=CC(=CC=C1)C(=O)OO (3-chloro-perbenzoic acid), N1=C(C=CC=C1)C1=CC=C(C=C1)NC(=O)C=1CCOC2=C(C1)C=C(C=C2)C2=CC=C(C=C2)C (N-[4-(2-pyridyl)-phenyl]-7-(4-methylphenyl)-2,3-dihydro-1-benzoxepine-4-carboxamide), S(=S)(=O)([O-])[O-].[Na+].[Na+] (sodium thiosulfate). Solvent: C(Cl)(Cl)Cl (chloroform), ClCCl (dichloromethane). Run at time 70 hour. The product is [O-][N+]1=C(C=CC=C1)C1=CC=C(C=C1)NC(=O)C=1CCOC2=C(C1)C=C(C=C2)C2=CC=C(C=C2)C (N-[4-(1-oxidopyridin-2-yl)-phenyl]-7-(4-methylphenyl)-2,3-dihydro-1-benzoxepine-4-carboxamide). The yield is 14.5%. RXN SMILES: [N:1]1[CH:6]=[CH:5][CH:4]=[CH:3][C:2]=1[C:7]1[CH:12]=[CH:11][C:10]([NH:13][C:14]([C:16]2[CH2:17][CH2:18][O:19][C:20]3[CH:26]=[CH:25][C:24]([C:27]4[CH:32]=[CH:31][C:30]([CH3:33])=[CH:29][CH:28]=4)=[CH:23][C:21]=3[CH:22]=2)=[O:15])=[CH:9][CH:8]=1.ClC1C=CC=C(C(OO)=[O:42])C=1.S([O-])([O-])(=O)=S.[Na+].[Na+]>ClCCl.C(Cl)(Cl)Cl>[O-:42][N+:1]1[CH:6]=[CH:5][CH:4]=[CH:3][C:2]=1[C:7]1[CH:12]=[CH:11][C:10]([NH:13][C:14]([C:16]2[CH2:17][CH2:18][O:19][C:20]3[CH:26]=[CH:25][C:24]([C:27]4[CH:28]=[CH:29][C:30]([CH3:33])=[CH:31][CH:32]=4)=[CH:23][C:21]=3[CH:22]=2)=[O:15])=[CH:9][CH:8]=1 |f:2.3.4|. Procedure details: To a suspension of N-[4-(2-pyridyl)-phenyl]-7-(4-methylphenyl)-2,3-dihydro-1-benzoxepine-4-carboxamide (400mg) in dichloromethane (10ml) was added 3-chloro-perbenzoic acid (70%, 0.25g) at 0° C., and the mixture was stirred at room temperature for 70 hours. To the mixture was added sodium thiosulfate solution, and the mixture was stirred for minutes. The mixture was extracted with dichloromethane. The organic layer was washed with saturated sodium bicarbonate solution and saturated sodium chlorid...